describe an organic reaction: reactants, conditions, products, and yield From a dataset of the Open Reaction Database (ORD), a public repository of structured organic reaction records. Starting materials: C1CCOC1, [Li+], COC(=O)c1cccc2[nH]nc(CNC3CN4CCC3CC4)c12, [OH-], O, O. Yields the product [Li+], O=C([O-])c1cccc2[nH]nc(CNC3CN4CCC3CC4)c12. Reaction SMILES: [CH2:28]1[O:29][CH2:30][CH2:31][CH2:32]1.[Li+:27].[N:1]12[CH2:2][CH:3]([NH:9][CH2:10][c:11]3[n:12][nH:13][c:14]4[cH:15][cH:16][cH:17][c:18]([C:20](=[O:21])[O:22][CH3:23])[c:19]34)[CH:4]([CH2:5][CH2:6]1)[CH2:7][CH2:8]2.[OH-:26].[OH2:24].[OH2:25]>>[Li+:27].[N:1]12[CH2:2][CH:3]([NH:9][CH2:10][c:11]3[n:12][nH:13][c:14]4[cH:15][cH:16][cH:17][c:18]([C:20](=[O:21])[O-:22])[c:19]34)[CH:4]([CH2:5][CH2:6]1)[CH2:7][CH2:8]2.